The task is: describe an organic reaction: reactants, conditions, products, and yield. This data is from the Open Reaction Database (ORD), a public repository of structured organic reaction records. Reactants: N1=CC=CC=C1 (pyridine), C(C)(=O)OC(C)=O (acetic anhydride), O[C@@H](C)[C-]1C=CC=C1.[C-]1(C=CC=C1)[C@H](C)O.[Fe+2] ((S,S)-1,1'-bis(1-hydroxyethyl)ferrocene), anhydride. Solvent: O (water). Reaction conditions: temperature 25 celsius, time 8 hour. Yields the product C(C)(=O)O[C@@H](C)[C-]1C=CC=C1.[C-]1(C=CC=C1)[C@H](C)OC(C)=O.[Fe+2] ((S,S)-1,1'-Bis(1-acetoxyethyl)ferrocene). RXN SMILES: N1[CH:6]=[CH:5][CH:4]=[CH:3][CH:2]=1.[C:7]([O:10][C:11](=[O:13])[CH3:12])(=O)[CH3:8].[OH:14][C@H:15]([C-:17]1[CH:21]=[CH:20][CH:19]=[CH:18]1)[CH3:16].[C-:22]1([C@@H:27]([OH:29])C)C=CC=C1.[Fe+2:30]>O>[C:11]([O:10][C@H:7]([C-:2]1[CH:6]=[CH:5][CH:4]=[CH:3]1)[CH3:8])(=[O:13])[CH3:12].[C-:17]1([C@@H:15]([O:14][C:27](=[O:29])[CH3:22])[CH3:16])[CH:21]=[CH:20][CH:19]=[CH:18]1.[Fe+2:30] |f:2.3.4,6.7.8|. Reported procedure: 4.0 ml of pyridine and 4.0 ml of acetic anhydride were added to 4.00 g (14.6 mmol) of (S,S)-1,1'-bis(1-hydroxyethyl)ferrocene and the resulting solution was stirred overnight at 25° C. After hydrolysis of the excess anhydride using 100 ml of water, the hydrolysis mixture was extracted twice with 200 ml each time of diethyl ether and the combined organic extracts were dried over magnesium sulphate. The solvent was taken off and the residue was dried to constant weight in a high vacuum. Starting materials: OCCN1CCC(CC1)NC(C1=CC=CC=C1)=O (1-(2-hydroxyethyl)-4-benzamidopiperidine), S(=O)(Cl)Cl (thionyl chloride). Run in C1=CC=CC=C1 (benzene). Product: ClCCN1CCC(CC1)NC(C1=CC=CC=C1)=O (1-(2-Chloroethyl)-4-benzamidopiperidine). RXN SMILES: O[CH2:2][CH2:3][N:4]1[CH2:9][CH2:8][CH:7]([NH:10][C:11](=[O:18])[C:12]2[CH:17]=[CH:16][CH:15]=[CH:14][CH:13]=2)[CH2:6][CH2:5]1.S(Cl)([Cl:21])=O>C1C=CC=CC=1>[Cl:21][CH2:2][CH2:3][N:4]1[CH2:9][CH2:8][CH:7]([NH:10][C:11](=[O:18])[C:12]2[CH:17]=[CH:16][CH:15]=[CH:14][CH:13]=2)[CH2:6][CH2:5]1. Procedure details: 1 Gram of 1-(2-hydroxyethyl)-4-benzamidopiperidine suspended in 2 milliliters of dry benzene was treated with 0.62 gram of thionyl chloride. The stirred mixture was refluxed for 3 hours., then cooled and filtered to give the title compound as a light grey solid. Crystallisation from ethanol-ether of this hydrochloride gave 0.8 grams (62%) of pale yellow needles, melting point 238.5° C. The solvent is C(Cl)Cl (DCM). Reaction SMILES: [CH3:1][NH:2][CH2:3][CH2:4][OH:5].[N:6]([C:9]1[CH:18]=[CH:17][C:12]([C:13]([O:15][CH3:16])=[O:14])=[CH:11][CH:10]=1)=[C:7]=[O:8]>C(Cl)Cl>[OH:5][CH2:4][CH2:3][N:2]([CH3:1])[C:7](=[O:8])[NH:6][C:9]1[CH:18]=[CH:17][C:12]([C:13]([O:15][CH3:16])=[O:14])=[CH:11][CH:10]=1. Yield: 112.1%. Reactants: ice, CNCCO (N-methylethanolamine), N(=C=O)C1=CC=C(C(=O)OC)C=C1 (methyl 4-isocyanatobenzoate). Run at time 2 hour. Procedure: To an ice-cooled solution of N-methylethanolamine (0.600 g, 7.99 mmol) in DCM (80 mL) was added methyl 4-isocyanatobenzoate (1.56 g, 8.79 mmol). After 20 minutes the coolant was removed and the reaction mixture was stirred for 2 hours. The solvent was evaporated at reduced pressure and the residue was purified by flash column chromatography eluting with 0 to 100% ethyl acetate/iso-hexane to afford the title compound (2.26 g, 112%). The product is OCCN(C(NC1=CC=C(C(=O)OC)C=C1)=O)C (Methyl 4-(3-(2-hydroxyethyl)-3-methylureido)benzoate). Starting materials: CSC1=C(C=CC=C1)C1=CC=CC=2CN(CCOC21)C(=O)OC(C)(C)C (tert-butyl 9-[2-(methylthio)phenyl]-2,3-dihydro-1,4-benzoxazepine-4(5H)-carboxylate), C(C)(=O)OCC.Cl (hydrogen chloride-ethyl acetate). Solvent: C(C)(=O)OCC (ethyl acetate). Run at time 1 hour. The product is Cl.CSC1=C(C=CC=C1)C1=CC=CC=2CNCCOC21 (9-[2-(methylthio)phenyl]-2,3,4,5-tetrahydro-1,4-benzoxazepine hydrochloride). Yield: 94.3%. As a reaction SMILES: [CH3:1][S:2][C:3]1[CH:8]=[CH:7][CH:6]=[CH:5][C:4]=1[C:9]1[C:19]2[O:18][CH2:17][CH2:16][N:15](C(OC(C)(C)C)=O)[CH2:14][C:13]=2[CH:12]=[CH:11][CH:10]=1.C(OCC)(=O)C.[ClH:33]>C(OCC)(=O)C>[ClH:33].[CH3:1][S:2][C:3]1[CH:8]=[CH:7][CH:6]=[CH:5][C:4]=1[C:9]1[C:19]2[O:18][CH2:17][CH2:16][NH:15][CH2:14][C:13]=2[CH:12]=[CH:11][CH:10]=1 |f:1.2,4.5|. Procedure: A mixture of tert-butyl 9-[2-(methylthio)phenyl]-2,3-dihydro-1,4-benzoxazepine-4(5H)-carboxylate (170 mg, 0.458 mmol), ethyl acetate (1 ml) and 4N hydrogen chloride-ethyl acetate solution (4 ml) was stirred for 1 hr at room temperature, and the solvent was evaporated under reduced pressure. The residue was recrystallized from a mixed solvent of methanol and ether to give the desired product (133 mg, 94.3%) as a solid. The reactants are [N+](=O)([O-])C1=CC=C(OC2=CC3=C(B(OC3)O)C=C2)C=C1 (5-(4-nitro-phenoxy)-3H-benzo[c][1,2]oxaborol-1-ol), Cl (HCl). Solvent: CO (MeOH), CO (MeOH). Run at time 8 hour. Product: Cl.NC1=CC=C(OC2=CC3=C(B(OC3)O)C=C2)C=C1 (5-(4-amino-phenoxy)-3H-benzo[c][1,2]oxaborol-1-ol hydrochloride salt). RXN SMILES: [N+:1]([C:4]1[CH:20]=[CH:19][C:7]([O:8][C:9]2[CH:18]=[CH:17][C:12]3[B:13]([OH:16])[O:14][CH2:15][C:11]=3[CH:10]=2)=[CH:6][CH:5]=1)([O-])=O.[ClH:21]>CO>[ClH:21].[NH2:1][C:4]1[CH:20]=[CH:19][C:7]([O:8][C:9]2[CH:18]=[CH:17][C:12]3[B:13]([OH:16])[O:14][CH2:15][C:11]=3[CH:10]=2)=[CH:6][CH:5]=1 |f:3.4|. Reported procedure: To a 25 mL round-bottom flask fitted with magnetic stirring bar was added 5-(4-nitro-phenoxy)-3H-benzo[c][1,2]oxaborol-1-ol (310 mg, 1.1 mmol, 1.0 eq.), followed by addition of MeOH (10 mL). The flask was evacuated and recharged with N2 twice. To the stirring solution was added 5% Pd/C (60 mg) and the flask was evacuated and recharged with H2 three times. The resulting suspension was stirred under a H2 balloon at room temperature overnight. The mixture was filtered through a short pack of celite... Reactants: C1CCOC1, CCN, O=Cc1cccnc1. The product is CCNCc1cccnc1. As a reaction SMILES: [CH2:12]1[O:13][CH2:14][CH2:15][CH2:16]1.[CH3:9][CH2:10][NH2:11].[n:1]1[cH:2][c:3]([CH:7]=[O:8])[cH:4][cH:5][cH:6]1>>[n:1]1[cH:2][c:3]([CH2:7][NH:11][CH2:10][CH3:9])[cH:4][cH:5][cH:6]1. The reactants are O=C(/C(=C/C1=CC=C(C=C1)C1=CC=CC=C1)/CSC(C)=O)NCCC(=O)OCC1=CC=CC=C1 (benzyl N-(Z)-[1-oxo-2-(acetylthiomethyl)-3-(4-phenylphenyl)propenyl]-β-alaninate), NCCC(=O)OCC1=CC=CC=C1 (benzyl β-alaninate). Product: O=C(/C(=C/C1=CC=CC2=CC=CC=C12)/CSC(C)=O)NCCC(=O)OCC1=CC=CC=C1 (benzyl N-(Z)-[1-oxo-2-(acetylthiomethyl)-3-(1-naphthyl)propenyl]-β-alaninate). As a reaction SMILES: [O:1]=[C:2]([NH:22][CH2:23][CH2:24][C:25]([O:27][CH2:28][C:29]1[CH:34]=[CH:33][CH:32]=[CH:31][CH:30]=1)=[O:26])/[C:3](/[CH2:17][S:18][C:19](=[O:21])[CH3:20])=[CH:4]/[C:5]1C=C[C:8]([C:11]2[CH:16]=[CH:15][CH:14]=[CH:13][CH:12]=2)=[CH:7][CH:6]=1.NCCC(OCC1C=CC=CC=1)=O>>[O:1]=[C:2]([NH:22][CH2:23][CH2:24][C:25]([O:27][CH2:28][C:29]1[CH:34]=[CH:33][CH:32]=[CH:31][CH:30]=1)=[O:26])/[C:3](/[CH2:17][S:18][C:19](=[O:21])[CH3:20])=[CH:4]/[C:5]1[C:12]2[C:11](=[CH:16][CH:15]=[CH:14][CH:13]=2)[CH:8]=[CH:7][CH:6]=1. Procedure details: The above (Z) acid is coupled with benzyl β-alaninate according to the experimental procedure described in Example 1 (step D).